Dataset: the Open Reaction Database (ORD), a public repository of structured organic reaction records. Task: describe an organic reaction: reactants, conditions, products, and yield The reactants are ClCCCN1C2=NC(=NC(=C2N=C1)Cl)N (N9-(3-Chloropropyl)-2-amino-6-chlorpurine), [N-]=[N+]=[N-].[Na+] (sodium azide), O (water). Run in CS(=O)C (DMSO). Reaction conditions: temperature 80 celsius, time 16 hour. Yields the product N(=[N+]=[N-])CCCN1C2=NC(=NC(=C2N=C1)Cl)N (N9-(3-Azidopropyl)-2-amino-6-chlorpurine). The yield is 24.7%. RXN SMILES: Cl[CH2:2][CH2:3][CH2:4][N:5]1[CH:13]=[N:12][C:11]2[C:6]1=[N:7][C:8]([NH2:15])=[N:9][C:10]=2[Cl:14].[N-:16]=[N+:17]=[N-:18].[Na+].O>CS(C)=O>[N:16]([CH2:2][CH2:3][CH2:4][N:5]1[CH:13]=[N:12][C:11]2[C:6]1=[N:7][C:8]([NH2:15])=[N:9][C:10]=2[Cl:14])=[N+:17]=[N-:18] |f:1.2|. Procedure: N9-(3-Chloropropyl)-2-amino-6-chlorpurine (21, 2.56 g, 10.40 mmol) and sodium azide (811 mg, 12.48 mmol) are dissolved in 25 mL DMSO and stirred at 80° C. for 16 h. After cooling to room temperature, the reaction mixture is poured into 150 mL of water and extracted with CH2Cl2. The combined organic phases are washed with water, dried over MgSO4 and evaporated in vacuo. The residue is purified by flash column chromatography (dichloromethane/methanol 50:1 to 10:1) to yield the title compound as a ... Reactants: CN1C(=NC(=CC1=O)N1CCOCC1)CC(=O)[O-].[Na+] (sodium [1-methyl-4-(morpholin-4-yl)-6-oxo-1,6-dihydropyrimidin-2-yl]acetate), N1CCC=2C(=CC=CC12)O (indolin-4-ol), Cl.CN(CCCN=C=NCC)C (N-[3-(dimethylamino)propyl]-N′-ethylcarbodiimide hydrochloride). The solvent is N1=CC=CC=C1 (pyridine), CN(C=O)C (N,N-dimethylformamide). Yields the product OC1=C2CCN(C2=CC=C1)C(CC1=NC(=CC(N1C)=O)N1CCOCC1)=O (2-[2-(4-hydroxy-2,3-dihydro-1H-indol-1-yl)-2-oxoethyl]-3-methyl-6-(morpholin-4-yl)pyrimidin-4(3H)-one). The yield is 23.0%. RXN SMILES: [CH3:1][N:2]1[C:7](=[O:8])[CH:6]=[C:5]([N:9]2[CH2:14][CH2:13][O:12][CH2:11][CH2:10]2)[N:4]=[C:3]1[CH2:15][C:16]([O-:18])=O.[Na+].[NH:20]1[C:28]2[CH:27]=[CH:26][CH:25]=[C:24]([OH:29])[C:23]=2[CH2:22][CH2:21]1.Cl.CN(C)CCCN=C=NCC>N1C=CC=CC=1.CN(C)C=O>[OH:29][C:24]1[CH:25]=[CH:26][CH:27]=[C:28]2[C:23]=1[CH2:22][CH2:21][N:20]2[C:16](=[O:18])[CH2:15][C:3]1[N:2]([CH3:1])[C:7](=[O:8])[CH:6]=[C:5]([N:9]2[CH2:10][CH2:11][O:12][CH2:13][CH2:14]2)[N:4]=1 |f:0.1,3.4|. Reported procedure: The product is prepared according to the procedure described in example 68, using 275 mg of sodium [1-methyl-4-(morpholin-4-yl)-6-oxo-1,6-dihydropyrimidin-2-yl]acetate, 270 mg of indolin-4-ol and 254 mg of N-[3-(dimethylamino)propyl]-N′-ethylcarbodiimide hydrochloride in a mixture of 161 μl of pyridine and 4.0 ml of N,N-dimethylformamide. 85 mg of 2-[2-(4-hydroxy-2,3-dihydro-1H-indol-1-yl)-2-oxoethyl]-3-methyl-6-(morpholin-4-yl)pyrimidin-4(3H)-one are obtained in the form of a pink powder, the c... Reactants: Cl (hydrochloric acid), C(C1=CC=CC=C1)(=O)CN1CCN(CC1)NCC#N (4-(benzoylmethyl)-1-(cyanomethylamino)piperazine), N(=O)[O-].[Na+] (sodium nitrite). Run in O (water). Yields the product C(C1=CC=CC=C1)(=O)CN1CCN(CC1)N(N=O)CC#N (4-(benzoylmethyl)-1-(N-nitrosocyanomethylamino)piperazine). Reaction SMILES: Cl.[C:2]([CH2:10][N:11]1[CH2:16][CH2:15][N:14]([NH:17][CH2:18][C:19]#[N:20])[CH2:13][CH2:12]1)(=[O:9])[C:3]1[CH:8]=[CH:7][CH:6]=[CH:5][CH:4]=1.[N:21]([O-])=[O:22].[Na+]>O>[C:2]([CH2:10][N:11]1[CH2:12][CH2:13][N:14]([N:17]([CH2:18][C:19]#[N:20])[N:21]=[O:22])[CH2:15][CH2:16]1)(=[O:9])[C:3]1[CH:8]=[CH:7][CH:6]=[CH:5][CH:4]=1 |f:2.3|. Procedure details: A solution prepared by adding 10 ml of water and 19 ml of 1N hydrochloric acid to 1.6 g of 4-(benzoylmethyl)-1-(cyanomethylamino)piperazine was cooled to 4° to 5° C., and with stirring, 1.7 g of sodium nitrite was added. The mixture was reacted at 4° to 5° C. for 1.5 hours with stirring. The reaction mixture was extracted with chloroform. The extract was washed with water and dried, and chloroform was distilled off to give 4-(benzoylmethyl)-1-(N-nitrosocyanomethylamino)piperazine as a red oil. Reactants: FC1=C(C=CC=C1)C1=CC=CC=C1 (2-fluorobiphenyl), Cl (hydrochloric acid), [Cl-].[Al+3].[Cl-].[Cl-] (aluminum chloride), C(C)(=O)Cl (acetyl chloride). Solvent: C(=S)=S (CS2). Reaction conditions: time 8 hour. Yields the product FC1=C(C=CC=C1)C1=CC=C(C=C1)C(C)=O (4'-(2-fluorophenyl)acetophenone). Reaction SMILES: [F:1][C:2]1[CH:7]=[CH:6][CH:5]=[CH:4][C:3]=1[C:8]1[CH:13]=[CH:12][CH:11]=[CH:10][CH:9]=1.[Cl-].[Al+3].[Cl-].[Cl-].[C:18](Cl)(=[O:20])[CH3:19].Cl>C(=S)=S>[F:1][C:2]1[CH:7]=[CH:6][CH:5]=[CH:4][C:3]=1[C:8]1[CH:9]=[CH:10][C:11]([C:18](=[O:20])[CH3:19])=[CH:12][CH:13]=1 |f:1.2.3.4|. Reported procedure: A solution of 200 g. of 2-fluorobiphenyl in 1500 ml. of CS2 was cooled to 0°-5° C. and treated with 200 g. of aluminum chloride over 140 minutes and then with 113 g. of acetyl chloride over 165 minutes. The mixture was allowed to warm to room temperature and stirred overnight. The reaction mixture was then poured carefully into ice and hydrochloric acid, and organic material was extracted with a mixture of diethyl ether and ethyl acetate. The organic extract was washed with water, 10% sodium hyd...